This data is from the Open Reaction Database (ORD), a public repository of structured organic reaction records. The task is: describe an organic reaction: reactants, conditions, products, and yield The reactants are [OH-].[Na+] (NaOH), ClCCOC=1C=C(C=CC1)CC(=O)OC (Methyl 3-(2-chloro-ethoxy)-phenylacetate), Cl (hydrochloric acid). Run in CO (methanol). Conditions: time 8 hour. Yields the product ClCCOC=1C=C(C=CC1)CC(=O)O (3-(2-chloroethoxy)-phenylacetic acid). Yield: 92.0%. Reaction SMILES: [Cl:1][CH2:2][CH2:3][O:4][C:5]1[CH:6]=[C:7]([CH2:11][C:12]([O:14]C)=[O:13])[CH:8]=[CH:9][CH:10]=1.[OH-].[Na+].Cl>CO>[Cl:1][CH2:2][CH2:3][O:4][C:5]1[CH:6]=[C:7]([CH2:11][C:12]([OH:14])=[O:13])[CH:8]=[CH:9][CH:10]=1 |f:1.2|. Procedure: Methyl 3-(2-chloro-ethoxy)-phenylacetate (7.0 g, 32.9 mmol) was dissolved in methanol (40 mL) and 6N NaOH (5.5 mL) was added. The mixture was stirred at room temperature overnight then acidified by addition of 6N hydrochloric acid (5.5 mL). A white precipitate formed which was filtered, washed with 1N HCl, water and dried to afford 3-(2-chloroethoxy)-phenylacetic acid (6.5 g, 99%). 1H NMR (CDCl3) δ3.55 (s, 2H), 3.75 (t, 2H), 4.15 (t, 2H), 6.78 (dd, 1H), 6.80 (d, 1H), 6.84 (dd, 1H), 7.16 (dd, 1H)... The reactants are Brc1ccc(Br)s1, C1CCOC1, [Li]CCCC, CCCCCC, CON(C)C(=O)c1ccc(F)cc1. Yields the product O=C(c1ccc(F)cc1)c1ccc(Br)s1. As a reaction SMILES: [Br:1][c:2]1[s:3][c:4]([Br:7])[cH:5][cH:6]1.[CH2:32]1[O:33][CH2:34][CH2:35][CH2:36]1.[CH2:8]([Li:9])[CH2:10][CH2:11][CH3:12].[CH3:13][CH2:14][CH2:15][CH2:16][CH2:17][CH3:18].[CH3:19][O:20][N:21]([C:22]([c:23]1[cH:24][cH:25][c:26]([F:29])[cH:27][cH:28]1)=[O:30])[CH3:31]>>[Br:1][c:2]1[s:3][c:4]([C:22]([c:23]2[cH:24][cH:25][c:26]([F:29])[cH:27][cH:28]2)=[O:30])[cH:5][cH:6]1.